Dataset: the Open Reaction Database (ORD), a public repository of structured organic reaction records. Task: describe an organic reaction: reactants, conditions, products, and yield Reactants: N(=NC(=O)OCC)C(=O)OCC (diethyl azodicarboxylate), O\N=C(/C(=O)OC(C)(C)C)\C(C)=O (tert-butyl (Z)-2-hydroxyimino-3-oxobutyrate), O[C@H]1CC[C@H](CC1)C(=O)OC (methyl cis-4-hydroxycyclohexanecarboxylate), C1(=CC=CC=C1)P(C1=CC=CC=C1)C1=CC=CC=C1 (triphenylphosphine), 18h. Solvent: O1CCCC1 (tetrahydrofuran), O1CCCC1 (tetrahydrofuran). The product is C(C)(C)(C)OC(\C(\C(C)=O)=N/O[C@@H]1CC[C@H](CC1)C(=O)OC)=O (tert-Butyl-(Z)-2-(trans-4-methoxycarbonylcyclohexyloxyimino)-3-oxobutyrate). Yield: 33.2%. Reaction SMILES: N(C(OCC)=O)=NC(OCC)=O.[OH:13]/[N:14]=[C:15](/[C:23](=[O:25])[CH3:24])\[C:16]([O:18][C:19]([CH3:22])([CH3:21])[CH3:20])=[O:17].O[C@@H:27]1[CH2:32][CH2:31][C@H:30]([C:33]([O:35][CH3:36])=[O:34])[CH2:29][CH2:28]1.C1(P(C2C=CC=CC=2)C2C=CC=CC=2)C=CC=CC=1>O1CCCC1>[C:19]([O:18][C:16](=[O:17])/[C:15](=[N:14]\[O:13][C@H:27]1[CH2:32][CH2:31][C@H:30]([C:33]([O:35][CH3:36])=[O:34])[CH2:29][CH2:28]1)/[C:23](=[O:25])[CH3:24])([CH3:21])([CH3:20])[CH3:22]. Procedure details: A solution of diethyl azodicarboxylate (1.62 ml) in tetrahydrofuran (5 ml) was added dropwise to a solution of tert-butyl (Z)-2-hydroxyimino-3-oxobutyrate (1.6 g), methyl cis-4-hydroxycyclohexanecarboxylate (1.9 g) and triphenylphosphine (2.7 g) in tetrahydrofuran (20 ml) over 15 min at room temperature. The mixture was stirred for 18h, then the solvent removed under reduced pressure. The residue was chromatographed on silica to give the title compound (0.93 g, 33%) as a colourless liquid. νmax ... Starting materials: FC1=CC=C(C=C1)C=1OC2=C(C1C(NC)=O)C=C(C=C2)C=2C(=CC(=C(C(=O)O)C2)OC)C (5-(2-(4-fluorophenyl)-3-(methylcarbamoyl)benzofuran-5-yl)-2-methoxy-4-methylbenzoic acid), CN1N=C(C=C1)C1(CC1)N (1-(1-methyl-1H-pyrazol-3-yl)cyclopropanamine), C=1C=CC2=C(C1)N=NN2O (HOBT), CCN=C=NCCCN(C)C.Cl (EDC.HCl), C(C)(C)N(CC)C(C)C (Diisopropylehtylamine). The solvent is C(Cl)Cl (DCM). Run at time 12 hour. The product is FC1=CC=C(C=C1)C=1OC2=C(C1C(=O)NC)C=C(C=C2)C2=C(C=C(C(=C2)C(NC2(CC2)C2=NN(C=C2)C)=O)OC)C (2-(4-fluorophenyl)-5-(4-methoxy-2-methyl-5-(1-(1-methyl-1H-pyrazol-3-yl)cyclopropylcarbamoyl)phenyl)-N-methylbenzofuran-3-carboxamide). As a reaction SMILES: [F:1][C:2]1[CH:7]=[CH:6][C:5]([C:8]2[O:9][C:10]3[CH:20]=[CH:19][C:18]([C:21]4[C:22]([CH3:32])=[CH:23][C:24]([O:30][CH3:31])=[C:25]([CH:29]=4)[C:26](O)=[O:27])=[CH:17][C:11]=3[C:12]=2[C:13](=[O:16])[NH:14][CH3:15])=[CH:4][CH:3]=1.[CH3:33][N:34]1[CH:38]=[CH:37][C:36]([C:39]2([NH2:42])[CH2:41][CH2:40]2)=[N:35]1.C1C=CC2N(O)N=NC=2C=1.CCN=C=NCCCN(C)C.Cl.C(N(C(C)C)CC)(C)C>C(Cl)Cl>[F:1][C:2]1[CH:7]=[CH:6][C:5]([C:8]2[O:9][C:10]3[CH:20]=[CH:19][C:18]([C:21]4[CH:29]=[C:25]([C:26](=[O:27])[NH:42][C:39]5([C:36]6[CH:37]=[CH:38][N:34]([CH3:33])[N:35]=6)[CH2:41][CH2:40]5)[C:24]([O:30][CH3:31])=[CH:23][C:22]=4[CH3:32])=[CH:17][C:11]=3[C:12]=2[C:13]([NH:14][CH3:15])=[O:16])=[CH:4][CH:3]=1 |f:3.4|. Reported procedure: To a mixture of 5-(2-(4-fluorophenyl)-3-(methylcarbamoyl)benzofuran-5-yl)-2-methoxy-4-methylbenzoic acid (0.15 g, 0.35 mmol, 1 eq), 1-(1-methyl-1H-pyrazol-3-yl)cyclopropanamine (0.058 g, 0.42 mmol, 1.2 eq), HOBT (0.08 g, 0.069 mmol, 1.7 eq), EDC.HCl (0.073 g, 0.014 mmol, 1.8 eq), in DCM at ambient temperature under nitrogen was added Diisopropylehtylamine (0.297 g, 2.2 mmol, 5.0 eq). The clear mixture was stirred at ambient temperature for 12 h. The mixture was concentrated, diluted with water a... Product: CC12CCC(=O)C=C1C=CC3C2CCC4(C3CCC45CCC(=O)O5)C (17-hydroxy-3-oxo-17α-pregna-4,6-diene-21-carboxylic acid γ-lactone). RXN SMILES: CC(S[C@H:5]1[C@H:15]2[C@H:16]3[C@:20]([CH3:23])([CH2:21][CH2:22][C@@H:14]2[C@:13]2([CH3:29])[C:7](=[CH:8][C:9]([CH2:11][CH2:12]2)=[O:10])[CH2:6]1)[C@@:19]1([O:28][C:26](=[O:27])[CH2:25][CH2:24]1)[CH2:18][CH2:17]3)=O.[OH-].[Na+].C[O-].[Na+]>>[CH3:29][C:13]12[CH:14]3[CH2:22][CH2:21][C:20]4([CH3:23])[C:19]5([O:28][C:26](=[O:27])[CH2:25][CH2:24]5)[CH2:18][CH2:17][CH:16]4[CH:15]3[CH:5]=[CH:6][C:7]1=[CH:8][C:9](=[O:10])[CH2:11][CH2:12]2 |f:1.2,3.4|. Reactants: 7β-acetylthio, CC(=O)S[C@@H]1CC2=CC(=O)CC[C@@]2([C@@H]3[C@@H]1[C@@H]4CC[C@]5([C@]4(CC3)C)CCC(=O)O5)C (spironolactone), 7β-acetylthio, [OH-].[Na+] (sodium hydroxide), C[O-].[Na+] (sodium methoxide). Reported procedure: The 7β-acetylthio derivative can be converted into the spironolactone by treating the 7β-acetylthio derivative with a base such as sodium hydroxide or sodium methoxide to give the starting material, 17-hydroxy-3-oxo-17α-pregna-4,6-diene-21-carboxylic acid γ-lactone, followed by the addition reaction with thioacetic acid. (This method is hereinafter referred to as "elimination-addition method".) The reactants are solution, C(C(C)C)[Mg]Cl (isobutylmagnesium chloride), C(C)(C)(C)OC(=O)N[C@H]([C@H](C=O)OC(C)=O)CC1=CC=CC=C1 ((2R,3S)-N-[(tert-Butyloxy)carbonyl]-3-amino-2-acetoxy-4-phenylbutanal), C1CCOC1 (THF). Solvent: CCOCC (ether), CO.O (MeOH H2O), CCOCC (ether). Run at temperature -70 celsius, time 2 hour. Yields the product C(C)(C)(C)OC(=O)N[C@@H](CC1=CC=CC=C1)[C@H]([C@H](C(CC)C)O)O ((2S,3R,4S)-N-[(tert-Butyloxy)carbonyl]-2-amino-1-phenyl-3,4-dihydroxy-5-methylheptane). As a reaction SMILES: [C:1]([O:5][C:6]([NH:8][C@@H:9]([CH2:17][C:18]1[CH:23]=[CH:22][CH:21]=[CH:20][CH:19]=1)[C@@H:10]([O:13]C(=O)C)[CH:11]=[O:12])=[O:7])([CH3:4])([CH3:3])[CH3:2].C([Mg]Cl)C(C)C.[CH2:30]1[CH2:34]O[CH2:32][CH2:31]1>CCOCC.CO.O>[C:1]([O:5][C:6]([NH:8][C@H:9]([C@@H:10]([OH:13])[C@@H:11]([OH:12])[CH:30]([CH3:34])[CH2:31][CH3:32])[CH2:17][C:18]1[CH:19]=[CH:20][CH:21]=[CH:22][CH:23]=1)=[O:7])([CH3:2])([CH3:3])[CH3:4] |f:4.5|. Reported procedure: The title compound of Step 1 was dissolved under nitrogen in 100 mL of dry THF and cooled to -70° C. To this solution was added 13 mL (26 mmol) of a 2.0M solution of isobutylmagnesium chloride in ether and the stirred mixture was allowed to warm to room temperature and stir for 2 hrs. After decomposition with MeOH/H2O the mixture was diluted with ether, washed with saturated NH4Cl solution twice and dried with magnesium sulfate and the solvents evaporated under vacuum. The residue was allowed to... Starting materials: CNc1ccc2c(Br)nn(C(C)C)c(=O)c2c1, COCC(=O)Cl, [H-], [Na+], CN(C)C=O, O. Product: COCC(=O)N(C)c1ccc2c(Br)nn(C(C)C)c(=O)c2c1. RXN SMILES: [Br:1][c:2]1[n:3][n:4]([CH:15]([CH3:16])[CH3:17])[c:5](=[O:14])[c:6]2[cH:7][c:8]([NH:12][CH3:13])[cH:9][cH:10][c:11]12.[CH3:20][O:21][CH2:22][C:23](=[O:24])[Cl:25].[H-:19].[Na+:18].[O:27]=[CH:28][N:29]([CH3:30])[CH3:31].[OH2:26]>>[Br:1][c:2]1[n:3][n:4]([CH:15]([CH3:16])[CH3:17])[c:5](=[O:14])[c:6]2[cH:7][c:8]([N:12]([CH3:13])[C:23]([CH2:22][O:21][CH3:20])=[O:24])[cH:9][cH:10][c:11]12. Starting materials: CC(C)(C)c1ccc(CCOc2nc(OS(=O)(=O)C(F)(F)F)nc3ccccc23)cc1, CCCC[N+](CCCC)(CCCC)CCCC, [F-], O. Product: CC(C)(C)c1ccc(CCOc2nc(F)nc3ccccc23)cc1. Reaction SMILES: [C:1]([CH3:2])([CH3:3])([CH3:4])[c:5]1[cH:6][cH:7][c:8]([CH2:11][CH2:12][O:13][c:14]2[n:15][c:16]([O:24][S:25]([C:26]([F:27])([F:28])[F:29])(=[O:30])=[O:31])[n:17][c:18]3[cH:19][cH:20][cH:21][cH:22][c:23]23)[cH:9][cH:10]1.[CH3:33][CH2:34][CH2:35][CH2:36][N+:37]([CH2:38][CH2:39][CH2:40][CH3:41])([CH2:42][CH2:43][CH2:44][CH3:45])[CH2:46][CH2:47][CH2:48][CH3:49].[F-:32].[OH2:50]>>[C:1]([CH3:2])([CH3:3])([CH3:4])[c:5]1[cH:6][cH:7][c:8]([CH2:11][CH2:12][O:13][c:14]2[n:15][c:16]([F:32])[n:17][c:18]3[cH:19][cH:20][cH:21][cH:22][c:23]23)[cH:9][cH:10]1. Reactants: N1C(=S)NC=2N=CNC2C1=O (2-thioxanthine), BrBr (bromine). Product: BrC=1NC(C=2NC=NC2N1)=O (2-Bromohypoxanthine). As a reaction SMILES: [NH:1]1[C:10](=[O:11])[C:9]2[NH:8][CH:7]=[N:6][C:5]=2[NH:4][C:2]1=S.[Br:12]Br>>[Br:12][C:2]1[NH:1][C:10](=[O:11])[C:9]2[NH:8][CH:7]=[N:6][C:5]=2[N:4]=1. Procedure: This compound is prepared from 2-thioxanthine** through oxidation of the mercapto group by bromine and in situ displacement by hydrobromine. For reference on the oxidation and displacement, see Beaman, A. G.; Gerster, J. F.; Robins, R. K, J. Org. Chem, 1962, 27, 986.1. Starting materials: C(C)OC(=O)C1(CCNCC1)CCOC (4-(2-methoxy-ethyl)-piperidine-4-carboxylic acid ethyl ester), FC(C1=C(C=CC=C1)S(=O)(=O)Cl)(F)F (2-trifluoromethyl-benzenesulfonyl chloride), C1(CC1)C1=CC=C(N)C=C1 (4-cyclopropyl-aniline). Product: C1(CC1)C1=CC=C(C=C1)N1C(C2(CC1)CCN(CC2)S(=O)(=O)C2=C(C=CC=C2)C(F)(F)F)=O (2-(4-Cyclopropyl-phenyl)-8-(2-trifluoromethyl-benzenesulfonyl)-2,8-diaza-spiro[4.5]decan-1-one). RXN SMILES: C(O[C:4]([C:6]1([CH2:12][CH2:13]OC)[CH2:11][CH2:10][NH:9][CH2:8][CH2:7]1)=[O:5])C.[F:16][C:17]([F:29])([F:28])[C:18]1[CH:23]=[CH:22][CH:21]=[CH:20][C:19]=1[S:24](Cl)(=[O:26])=[O:25].[CH:30]1([C:33]2[CH:39]=[CH:38][C:36]([NH2:37])=[CH:35][CH:34]=2)[CH2:32][CH2:31]1>>[CH:30]1([C:33]2[CH:39]=[CH:38][C:36]([N:37]3[CH2:13][CH2:12][C:6]4([CH2:7][CH2:8][N:9]([S:24]([C:19]5[CH:20]=[CH:21][CH:22]=[CH:23][C:18]=5[C:17]([F:29])([F:28])[F:16])(=[O:26])=[O:25])[CH2:10][CH2:11]4)[C:4]3=[O:5])=[CH:35][CH:34]=2)[CH2:32][CH2:31]1. Reported procedure: Off-white solid. MS (ESI): 479.16 (MH+). This example was prepared in analogy to example 1 step C) to D) from 4-(2-methoxy-ethyl)-piperidine-4-carboxylic acid ethyl ester (example 1 step B)), 2-trifluoromethyl-benzenesulfonyl chloride and 4-cyclopropyl-aniline. Reactants: ClC1=CC=C(C=C1)C1=CC=C(C=C1)OCC(=O)O ((4′-chloro-biphenyl-4-yloxy)-acetic acid), N1(CCCCC1)CC1=CC=C(C=C1)N (4-piperidin-ylmethyl-phenylamine). The product is ClC1=CC=C(C=C1)C1=CC=C(C=C1)OCC(=O)NC1=CC=C(C=C1)CN1CCCCC1 (2-(4′-chloro-biphenyl-4-yloxy)-N-(4-piperidin-1-ylmethyl-phenyl)-acetamide). As a reaction SMILES: [Cl:1][C:2]1[CH:7]=[CH:6][C:5]([C:8]2[CH:13]=[CH:12][C:11]([O:14][CH2:15][C:16]([OH:18])=O)=[CH:10][CH:9]=2)=[CH:4][CH:3]=1.[N:19]1([CH2:25][C:26]2[CH:31]=[CH:30][C:29]([NH2:32])=[CH:28][CH:27]=2)[CH2:24][CH2:23][CH2:22][CH2:21][CH2:20]1>>[Cl:1][C:2]1[CH:3]=[CH:4][C:5]([C:8]2[CH:9]=[CH:10][C:11]([O:14][CH2:15][C:16]([NH:32][C:29]3[CH:28]=[CH:27][C:26]([CH2:25][N:19]4[CH2:24][CH2:23][CH2:22][CH2:21][CH2:20]4)=[CH:31][CH:30]=3)=[O:18])=[CH:12][CH:13]=2)=[CH:6][CH:7]=1. Procedure: The product was prepared according to general working method I from (4′-chloro-biphenyl4-yloxy)-acetic acid (137a) and 4-piperidin-ylmethyl-phenylamine. Starting materials: C(C)OC(C1=CC=C(C=C1)N)=O (4-amino-benzoic acid ethyl ester), FC=1C=CC(=C(C=O)C1)C (5-fluoro-2-methyl-benzaldehyde). Solvent: C(C)O (ethanol). The product is C(C)OC(C1=CC=C(C=C1)N=CC1=C(C=CC(=C1)F)C)=O (4-{[1-(5-fluoro-2-methyl-phenyl)-methylidene]-amino}-benzoic acid ethyl ester). Yield: 70.1%. As a reaction SMILES: [CH2:1]([O:3][C:4](=[O:12])[C:5]1[CH:10]=[CH:9][C:8]([NH2:11])=[CH:7][CH:6]=1)[CH3:2].[F:13][C:14]1[CH:15]=[CH:16][C:17]([CH3:22])=[C:18]([CH:21]=1)[CH:19]=O>C(O)C>[CH2:1]([O:3][C:4](=[O:12])[C:5]1[CH:10]=[CH:9][C:8]([N:11]=[CH:19][C:18]2[CH:21]=[C:14]([F:13])[CH:15]=[CH:16][C:17]=2[CH3:22])=[CH:7][CH:6]=1)[CH3:2]. Procedure: A mixture of 4-amino-benzoic acid ethyl ester (1.65 g, 10 mmol) and 5-fluoro-2-methyl-benzaldehyde (1.38 g, 10 mmol) in ethanol (10 mL) was heated to reflux for 2 hours. Then the reaction mixture cooled to room temperature. The solvent was removed in vacuo and the residue was washed with ether to afford 4-{[1-(5-fluoro-2-methyl-phenyl)-methylidene]-amino}-benzoic acid ethyl ester (2.0 g, 70%) as a white solid: LC/MS m/e calcd for C17H16FNO2 (M+H)+: 285.3, observed: 286.3.